This data is from the Open Reaction Database (ORD), a public repository of structured organic reaction records. The task is: describe an organic reaction: reactants, conditions, products, and yield The reactants are [Cl-].[NH4+] (Ammonium chloride), [N-]=[N+]=[N-].[Na+] (sodium azide), C(C)(C)(C)OC(=O)N1CC2OC2C1 (6-Oxa-3-aza-bicyclo[3.1.0]hexane-3-carboxylic acid tert-butyl ester). The solvent is CO.O (methanol water). Reaction conditions: temperature 60 celsius. Yields the product C(C)(C)(C)OC(=O)N1CC(C(C1)O)N (3-amino-4-hydroxy-pyrrolidine-1-carboxylic acid tert-butyl ester). RXN SMILES: [C:1]([O:5][C:6]([N:8]1[CH2:13][CH:12]2[CH:10]([O:11]2)[CH2:9]1)=[O:7])([CH3:4])([CH3:3])[CH3:2].[Cl-].[NH4+].[N-:16]=[N+]=[N-].[Na+]>CO.O>[C:1]([O:5][C:6]([N:8]1[CH2:13][CH:12]([OH:11])[CH:10]([NH2:16])[CH2:9]1)=[O:7])([CH3:4])([CH3:3])[CH3:2] |f:1.2,3.4,5.6|. Reported procedure: 6-Oxa-3-aza-bicyclo[3.1.0]hexane-3-carboxylic acid tert-butyl ester (12.1 g, 65.3 mmol) was dissolved in a 8:1 methanol/water mixture (108 mL). Ammonium chloride (15 g) and sodium azide (21.4 g, 329 mmol) was added and the mixture was heated at 60° C. overnight. After dilution with ether (500 mL), the mixture was washed with saturated aqueous NaHCO3 (200 mL) and brine (200 mL), dried with MgSO4 and evaporated under vacuum. The crude product was dissolved in methanol (200 mL). 10% Palladium on ac... Reported procedure: {3-[3-(3-Benzyl-1-ethyl-ureidomethyl)-5-methyl-pyridin-2-yl]-4-methoxy-phenyl}-acetic acid ethyl ester was hydrolyzed with 1N aqueous LiOH to give the title compound. Yields the product C(C1=CC=CC=C1)NC(N(CC)CC=1C(=NC=C(C1)C)C=1C=C(C=CC1OC)CC(=O)O)=O ({3-[3-(3-Benzyl-1-ethyl-ureidomethyl)-5-methyl-pyridin-2-yl]-4-methoxy-phenyl}-acetic acid). As a reaction SMILES: C([O:3][C:4](=[O:35])[CH2:5][C:6]1[CH:11]=[CH:10][C:9]([O:12][CH3:13])=[C:8]([C:14]2[C:19]([CH2:20][N:21]([CH2:32][CH3:33])[C:22]([NH:24][CH2:25][C:26]3[CH:31]=[CH:30][CH:29]=[CH:28][CH:27]=3)=[O:23])=[CH:18][C:17]([CH3:34])=[CH:16][N:15]=2)[CH:7]=1)C.[Li+].[OH-]>>[CH2:25]([NH:24][C:22](=[O:23])[N:21]([CH2:20][C:19]1[C:14]([C:8]2[CH:7]=[C:6]([CH2:5][C:4]([OH:35])=[O:3])[CH:11]=[CH:10][C:9]=2[O:12][CH3:13])=[N:15][CH:16]=[C:17]([CH3:34])[CH:18]=1)[CH2:32][CH3:33])[C:26]1[CH:27]=[CH:28][CH:29]=[CH:30][CH:31]=1 |f:1.2|. Starting materials: C(C)OC(CC1=CC(=C(C=C1)OC)C1=NC=C(C=C1CN(C(=O)NCC1=CC=CC=C1)CC)C)=O ({3-[3-(3-Benzyl-1-ethyl-ureidomethyl)-5-methyl-pyridin-2-yl]-4-methoxy-phenyl}-acetic acid ethyl ester), [Li+].[OH-] (LiOH).